From a dataset of the Open Reaction Database (ORD), a public repository of structured organic reaction records. describe an organic reaction: reactants, conditions, products, and yield Reactants: COC(C1=CC(=CC=C1)CN1C(S\C(\C1=O)=C/C=1C=C2C=NN(C2=CC1)CC1=C(C=C(C=C1)Cl)C(F)(F)F)=O)=O (3-{[(5Z)-5-({1-[4-chloro-2-(trifluoromethyl)benzyl]-1H-indazol-5-yl}methylidene)-2,4-dioxo-1,3-thiazolidin-3-yl]methyl}benzoic acid methyl ester), C(O)CN (ethanolamine). The product is ClC1=CC(=C(CN2N=CC3=CC(=CC=C23)\C=C/2\C(N(C(S2)=O)CC=2C=C(C(=O)O)C=CC2)=O)C=C1)C(F)(F)F (3-{[(5Z)-5-({1-[4-Chloro-2-(trifluoromethyl)benzyl]-1H-indazol-5-yl}methylidene)-2,4-dioxo-1,3-thiazolidin-3-yl]methyl}benzoic acid). As a reaction SMILES: C[O:2][C:3](=[O:40])[C:4]1[CH:9]=[CH:8][CH:7]=[C:6]([CH2:10][N:11]2[C:15](=[O:16])/[C:14](=[CH:17]/[C:18]3[CH:19]=[C:20]4[C:24](=[CH:25][CH:26]=3)[N:23]([CH2:27][C:28]3[CH:33]=[CH:32][C:31]([Cl:34])=[CH:30][C:29]=3[C:35]([F:38])([F:37])[F:36])[N:22]=[CH:21]4)/[S:13][C:12]2=[O:39])[CH:5]=1.C(CN)O>>[Cl:34][C:31]1[CH:32]=[CH:33][C:28]([CH2:27][N:23]2[C:24]3[C:20](=[CH:19][C:18](/[CH:17]=[C:14]4/[C:15](=[O:16])[N:11]([CH2:10][C:6]5[CH:5]=[C:4]([CH:9]=[CH:8][CH:7]=5)[C:3]([OH:40])=[O:2])[C:12](=[O:39])[S:13]/4)=[CH:26][CH:25]=3)[CH:21]=[N:22]2)=[C:29]([C:35]([F:37])([F:36])[F:38])[CH:30]=1. Procedure: 3-{[(5Z)-5-({1-[4-Chloro-2-(trifluoromethyl)benzyl]-1H-indazol-5-yl}methylidene)-2,4-dioxo-1,3-thiazolidin-3-yl]methyl}benzoic acid was prepared from 3-{[(5Z)-5-({1-[4-chloro-2-(trifluoromethyl)benzyl]-1H-indazol-5-yl}methylidene)-2,4-dioxo-1,3-thiazolidin-3-yl]methyl}benzoic acid methyl ester following General Procedure 0 and converted to the corresponding ethanolamine salt following General Procedure T. Reactants: [N+](=O)([O-])C=1C=C(C=C(C(=O)OCC)C(C)=O)C=CC1 (ethyl 3-nitro-α-acetylcinnamate), NC1=NN=NN1 (5-aminotetrazole). Solvent: C(C)O (ethanol). Yields the product C(C)OC(=O)C1=C(NC=2N(C1C1=CC(=CC=C1)[N+](=O)[O-])N=NN2)C (6-ethoxycarbonyl-5-methyl-7-(3-nitrophenyl)-4,7-dihydrotetrazolo[1,5-a]pyrimidine). Yield: 61.3%. RXN SMILES: [N+:1]([C:4]1[CH:5]=[C:6]([CH:17]=[CH:18][CH:19]=1)[CH:7]=[C:8]([C:14](=O)[CH3:15])[C:9]([O:11][CH2:12][CH3:13])=[O:10])([O-:3])=[O:2].[NH2:20][C:21]1[NH:25][N:24]=[N:23][N:22]=1>C(O)C>[CH2:12]([O:11][C:9]([C:8]1[CH:7]([C:6]2[CH:17]=[CH:18][CH:19]=[C:4]([N+:1]([O-:3])=[O:2])[CH:5]=2)[N:22]2[N:23]=[N:24][N:25]=[C:21]2[NH:20][C:14]=1[CH3:15])=[O:10])[CH3:13]. Procedure: To 50 ml of ethanol are added 2.6 g of ethyl 3-nitro-α-acetylcinnamate and 0.9 g of 5-aminotetrazole, and then heated under reflux for 16 hours. On cooling, 2 g of 6-ethoxycarbonyl-5-methyl-7-(3-nitrophenyl)-4,7-dihydrotetrazolo[1,5-a]pyrimidine, melting at 210°-212° C., is obtained.